This data is from the Open Reaction Database (ORD), a public repository of structured organic reaction records. The task is: describe an organic reaction: reactants, conditions, products, and yield Starting materials: C1(\C=C/C(=O)O1)=O (maleic anhydride), C1=CC=CCC1 (1,3-cyclohexadiene). The solvent is C1(=CC=CC=C1)C (toluene). Product: C12C3C(C(C=C1)CC2)C(=O)OC3=O (bicyclo[2.2.2]oct-5-en-2,3-dicarboxylic anhydride). Yield: 75.0%. As a reaction SMILES: [C:1]1(=[O:7])[O:6][C:4](=[O:5])[CH:3]=[CH:2]1.[CH:8]1[CH2:13][CH2:12][CH:11]=[CH:10][CH:9]=1>C1(C)C=CC=CC=1>[CH:10]12[CH2:11][CH2:12][CH:13]([CH:8]=[CH:9]1)[CH:2]1[C:1]([O:6][C:4](=[O:5])[CH:3]21)=[O:7]. Procedure details: To a solution of maleic anhydride (10.30 g, 105.0 mmol) in toluene (100 mL) was added 1,3-cyclohexadiene (8.41 g, 105.0 mmol). The mixture was heated to reflux temperature and allowed to react for 3 hrs. After cooling to room temperature, the solvent was evaporated and the remaining solid was recrystallized from EtOAc/hexane to yield pure bicyclo[2.2.2]oct-5-en-2,3-dicarboxylic anhydride as colorless crystals: 14.11 g (75% yield), mp=117° C. Reactants: C1CCOC1, CCN(CC)c1nc(C(F)(F)F)ccc1C=CC(=O)OC, O. The product is CCN(CC)c1nc(C(F)(F)F)ccc1C=CC(=O)O. As a reaction SMILES: [CH2:22]1[O:23][CH2:24][CH2:25][CH2:26]1.[CH3:1][O:2][C:3]([CH:4]=[CH:5][c:6]1[c:7]([N:16]([CH2:17][CH3:18])[CH2:19][CH3:20])[n:8][c:9]([C:12]([F:13])([F:14])[F:15])[cH:10][cH:11]1)=[O:21].[OH2:27]>>[O:2]=[C:3]([CH:4]=[CH:5][c:6]1[c:7]([N:16]([CH2:17][CH3:18])[CH2:19][CH3:20])[n:8][c:9]([C:12]([F:13])([F:14])[F:15])[cH:10][cH:11]1)[OH:21].